This data is from the Open Reaction Database (ORD), a public repository of structured organic reaction records. The task is: describe an organic reaction: reactants, conditions, products, and yield Starting materials: O (water), ClC1=C(C#N)C(=CC=C1)Cl (2,6-dichlorobenzonitrile), CC(CO)=C (2-methyl-2-propen-1-ol), [OH-].[K+] (potassium hydroxide). Run in CS(=O)C (dimethyl sulfoxide). Run at time 18 hour. The product is CC(=C)COC1=C(C(=CC=C1)Cl)C#N (2-methyl-3-(3-chloro-2-cyanophenoxy)-1-propene). The yield is 93.8%. Reaction SMILES: Cl[C:2]1[CH:9]=[CH:8][CH:7]=[C:6]([Cl:10])[C:3]=1[C:4]#[N:5].[CH3:11][C:12](=[CH2:15])[CH2:13][OH:14].[OH-].[K+].O>CS(C)=O>[CH3:15][C:12]([CH2:13][O:14][C:2]1[CH:9]=[CH:8][CH:7]=[C:6]([Cl:10])[C:3]=1[C:4]#[N:5])=[CH2:11] |f:2.3|. Procedure details: A solution of 30.0 grams (0.174 mole) of 2,6-dichlorobenzonitrile and 14.7 mL (0.174 mole) of 2-methyl-2-propen-1-ol in 200 mL of dimethyl sulfoxide was stirred, and 12.7 grams (0.191 mole) of 85% potassium hydroxide was added portionwise during a 5 minute period. During the addition, the reaction mixture temperature rose from 20° C. to about 35° C. Upon completion of the addition, the reaction mixture was stirred at ambient temperature for about 18 hours. After this time the reaction mixture wa...